From a dataset of the Open Reaction Database (ORD), a public repository of structured organic reaction records. describe an organic reaction: reactants, conditions, products, and yield Yields the product [NH4+].C(C)(C)(C)NC(=O)N=C(NC(=O)NC(C)(C)C)SC (methyl N-tert-butylcarbamoyl-4-tert-butylthioallophanimidate, ammonium salt). Reported procedure: methyl N-tert-butylcarbamoyl-4-tert-butylthioallophanimidate, cesium salt RXN SMILES: [C:1]([NH:5][C:6]([N:8]=[C:9]([S:18][CH3:19])[NH:10][C:11]([NH:13][C:14]([CH3:17])([CH3:16])[CH3:15])=[O:12])=[O:7])([CH3:4])([CH3:3])[CH3:2].[Cs]>>[NH4+:5].[C:1]([NH:5][C:6]([N:8]=[C:9]([S:18][CH3:19])[NH:10][C:11]([NH:13][C:14]([CH3:17])([CH3:16])[CH3:15])=[O:12])=[O:7])([CH3:4])([CH3:3])[CH3:2] |f:2.3,^1:19|. Starting materials: C(C)(C)(C)NC(=O)N=C(NC(=O)NC(C)(C)C)SC (methyl N-tert-butylcarbamoyl-4-tert-butylthioallophanimidate), [Cs] (cesium). The reactants are C(OC1=C(C=C(C=C1OC)[C@@H]1C2=CC3=C(OCO3)C=C2[C@H]([C@H]2[C@H]1C(OC2)=O)O)OC)(OCC2=CC=CC=C2)=O (4-[(5R,5aS,8aS,9S)-9-Hydroxy-6-oxo-5,5a,6,8,8a,9-hexahydro-furo [3′,4′:6, 7]naphtho[2,3-d][1,3]dioxol-5-yl]-2,6-dimethoxyphenyl benzyl carbonate), O (water), N1=CC=CC=C1 (pyridine), ClC(=O)OC1=CC=C(C=C1)[N+](=O)[O-] (p-nitrophenyl chloroformate). The solvent is ClCCl (dichloromethane), ClCCl (dichloromethane). Run at time 45 minute. Yields the product C(O[C@@H]1C2=CC3=C(OCO3)C=C2[C@H]([C@H]2[C@H]1COC2=O)C2=CC(=C(C(=C2)OC)OC(=O)OCC2=CC=CC=C2)OC)(OC2=CC=C(C=C2)[N+](=O)[O-])=O ((5S, 5aS,8aS,9R)-9-(4-[[(Benzyloxy)carbonyl]oxy]-3,5-dimethoxyphenyl)-8-oxo-5,5a, 6,8,8a, 9-hexahydro-furo[3′,4′:6, 7]naphtho[2,3-d][1,3]dioxol-5-yl 4-nitrophenyl carbonate). RXN SMILES: N1C=CC=CC=1.Cl[C:8]([O:10][C:11]1[CH:16]=[CH:15][C:14]([N+:17]([O-:19])=[O:18])=[CH:13][CH:12]=1)=[O:9].[C:20](=[O:58])([O:50][CH2:51][C:52]1[CH:57]=[CH:56][CH:55]=[CH:54][CH:53]=1)[O:21][C:22]1[C:27]([O:28][CH3:29])=[CH:26][C:25]([C@H:30]2[C@@H:42]3[C:43](=[O:46])[O:44][CH2:45][C@H:41]3[C@H:40]([OH:47])[C:39]3[C:31]2=[CH:32][C:33]2[O:37][CH2:36][O:35][C:34]=2[CH:38]=3)=[CH:24][C:23]=1[O:48][CH3:49].O>ClCCl>[C:8](=[O:9])([O:10][C:11]1[CH:12]=[CH:13][C:14]([N+:17]([O-:19])=[O:18])=[CH:15][CH:16]=1)[O:47][C@H:40]1[C@@H:41]2[CH2:45][O:44][C:43](=[O:46])[C@H:42]2[C@H:30]([C:25]2[CH:24]=[C:23]([O:48][CH3:49])[C:22]([O:21][C:20]([O:50][CH2:51][C:52]3[CH:57]=[CH:56][CH:55]=[CH:54][CH:53]=3)=[O:58])=[C:27]([O:28][CH3:29])[CH:26]=2)[C:31]2[C:39]1=[CH:38][C:34]1[O:35][CH2:36][O:37][C:33]=1[CH:32]=2. Procedure details: 0.155 ml of anhydrous pyridine is added to a solution of 1.71 mmol of p-nitrophenyl chloroformate in 5 ml of anhydrous dichloromethane. A white precipitate is formed in the reaction mixture. A solution of 0.502 mmol of the compound obtained in Step 1 in 5 ml of dichloromethane is then added dropwise under argon. Stirring is carried out for 45 minutes at ambient temperature, then 15 ml of water are poured into the reaction mixture. The organic phase is washed with water, dried over MgSO4, filtere... Starting materials: CCC(Oc1cc2onc(-c3ccccc3F)c2cc1Br)C(=O)[O-], CCO, Cl, [Na+], [OH-], O. Product: O=C(O)COc1cc2onc(-c3ccccc3F)c2cc1Br. Reaction SMILES: [CH2:1]([CH3:2])[CH:3]([C:4](=[O:5])[O-:6])[O:7][c:8]1[cH:9][c:10]2[c:11]([c:12](-[c:15]3[c:16]([F:21])[cH:17][cH:18][cH:19][cH:20]3)[n:13][o:14]2)[cH:22][c:23]1[Br:24].[CH3:26][CH2:27][OH:28].[ClH:25].[Na+:31].[OH-:30].[OH2:29]>>[CH2:3]([C:4](=[O:5])[OH:6])[O:7][c:8]1[cH:9][c:10]2[c:11]([c:12](-[c:15]3[c:16]([F:21])[cH:17][cH:18][cH:19][cH:20]3)[n:13][o:14]2)[cH:22][c:23]1[Br:24]. The reactants are O=C(NC1CCN(CCN2CCCCCC2)CC1)c1cc2c(Br)cccc2[nH]1, OB(O)c1ccc2c(c1)OCO2. Product: O=C(NC1CCN(CCN2CCCCCC2)CC1)c1cc2c(-c3ccc4c(c3)OCO4)cccc2[nH]1. Reaction SMILES: [N:1]1([CH2:8][CH2:9][N:10]2[CH2:11][CH2:12][CH:13]([NH:16][C:17](=[O:18])[c:19]3[nH:20][c:21]4[cH:22][cH:23][cH:24][c:25]([Br:28])[c:26]4[cH:27]3)[CH2:14][CH2:15]2)[CH2:2][CH2:3][CH2:4][CH2:5][CH2:6][CH2:7]1.[O:29]1[CH2:30][O:31][c:32]2[c:33]1[cH:34][cH:35][c:36]([B:38]([OH:39])[OH:40])[cH:37]2>>[N:1]1([CH2:8][CH2:9][N:10]2[CH2:11][CH2:12][CH:13]([NH:16][C:17](=[O:18])[c:19]3[nH:20][c:21]4[cH:22][cH:23][cH:24][c:25](-[c:36]5[cH:35][cH:34][c:33]6[c:32]([cH:37]5)[O:31][CH2:30][O:29]6)[c:26]4[cH:27]3)[CH2:14][CH2:15]2)[CH2:2][CH2:3][CH2:4][CH2:5][CH2:6][CH2:7]1.